This data is from the Open Reaction Database (ORD), a public repository of structured organic reaction records. The task is: describe an organic reaction: reactants, conditions, products, and yield RXN SMILES: C[O:2][C:3]([C:5]1[C:10]([C:11]([O:13]C)=[O:12])=[CH:9][CH:8]=[C:7]([CH:15]2[CH2:17][CH2:16]2)[N:6]=1)=[O:4].[OH-].[K+].Cl.[Cl-].[K+]>CO.O>[CH:15]1([C:7]2[N:6]=[C:5]([C:3]([OH:4])=[O:2])[C:10]([C:11]([OH:13])=[O:12])=[CH:9][CH:8]=2)[CH2:16][CH2:17]1 |f:1.2,4.5|. Run at temperature 60 celsius. Reported procedure: To a solution of 6-cyclopropyl-pyridine-2,3-dicarboxylic acid dimethyl ester (D81, 12.6 g, 53.62 mmol) in methanol (90 ml) and water (30 ml) was added potassium hydroxide (9.02 g, 160.86 mmol) at 0˜5° C. After heated to 60° C. for 2 hours, the mixture was acidified with 1N HCl until pH=5 and then concentrated to give D82 (21.34 g, containing KCl) as a grey solid. Reactants: COC(=O)C1=NC(=CC=C1C(=O)OC)C1CC1 (6-cyclopropyl-pyridine-2,3-dicarboxylic acid dimethyl ester), [OH-].[K+] (potassium hydroxide), [Cl-].[K+] (KCl), Cl (HCl). Product: C1(CC1)C1=CC=C(C(=N1)C(=O)O)C(=O)O (6-Cyclopropyl-pyridine-2,3-dicarboxylic acid). The solvent is CO (methanol), O (water). Reactants: O=c1oc2c(I)c(O)ccc2c(Cc2ccc(OCCBr)cc2)c1-c1ccc(Cl)cc1Cl, C1CCNC1, C1CCOC1. The product is O=c1oc2c(I)c(O)ccc2c(Cc2ccc(OCCN3CCCC3)cc2)c1-c1ccc(Cl)cc1Cl. RXN SMILES: [Br:1][CH2:2][CH2:3][O:4][c:5]1[cH:6][cH:7][c:8]([CH2:9][c:10]2[c:11](-[c:23]3[c:24]([Cl:30])[cH:25][c:26]([Cl:29])[cH:27][cH:28]3)[c:12](=[O:22])[o:13][c:14]3[c:15]([I:21])[c:16]([OH:20])[cH:17][cH:18][c:19]23)[cH:31][cH:32]1.[CH2:33]1[CH2:34][CH2:35][NH:36][CH2:37]1.[CH2:38]1[O:39][CH2:40][CH2:41][CH2:42]1>>[CH2:2]([CH2:3][O:4][c:5]1[cH:6][cH:7][c:8]([CH2:9][c:10]2[c:11](-[c:23]3[c:24]([Cl:30])[cH:25][c:26]([Cl:29])[cH:27][cH:28]3)[c:12](=[O:22])[o:13][c:14]3[c:15]([I:21])[c:16]([OH:20])[cH:17][cH:18][c:19]23)[cH:31][cH:32]1)[N:36]1[CH2:35][CH2:34][CH2:33][CH2:37]1. Starting materials: ClCCCBr, CCC(C)=O, COc1ccc2c(c1)Nc1cccc(S(C)(=O)=O)c1S2, [K+], [OH-]. Reaction SMILES: [Br:1][CH2:2][CH2:3][CH2:4][Cl:5].[CH2:28]([C:29]([CH3:30])=[O:31])[CH3:32].[CH3:6][O:7][c:8]1[cH:9][c:10]2[c:19]([cH:20][cH:21]1)[S:18][c:17]1[c:12]([cH:13][cH:14][cH:15][c:16]1[S:22](=[O:23])(=[O:24])[CH3:25])[NH:11]2.[K+:27].[OH-:26]>>[CH2:2]([CH2:3][CH2:4][Cl:5])[N:11]1[c:10]2[cH:9][c:8]([O:7][CH3:6])[cH:21][cH:20][c:19]2[S:18][c:17]2[c:12]1[cH:13][cH:14][cH:15][c:16]2[S:22](=[O:23])(=[O:24])[CH3:25]. The product is COc1ccc2c(c1)N(CCCCl)c1cccc(S(C)(=O)=O)c1S2. Reactants: [N+](=O)([O-])C=1C(=C2C(=[N+](C1)[O-])CCC2)N2C[C@H](C[C@H](C2)C(F)(F)F)NC(OC(C)(C)C)=O (tert-butyl [(3S,5R)-1-(3-nitro-1-oxido-6,7-dihydro-5H-cyclopenta[b]pyridin-4-yl)-5-(trifluoromethyl)piperidin-3-yl]carbamate), CC(=O)OC(=O)C (Ac2O). Reaction conditions: temperature 90 celsius. The product is C(C)(=O)OC1CCC=2C1=NC=C(C2N2C[C@H](C[C@H](C2)C(F)(F)F)NC(=O)OC(C)(C)C)[N+](=O)[O-] (4-[(3S,5R)-3-[(tert-Butoxycarbonyl)amino]-5-(trifluoromethyl)piperidin-1-yl]-3-nitro-6,7-dihydro-5H-cyclopenta[b]pyridin-7-yl acetate). Isolated yield 73.6%. As a reaction SMILES: [N+:1]([C:4]1[C:5]([N:14]2[CH2:19][C@H:18]([C:20]([F:23])([F:22])[F:21])[CH2:17][C@H:16]([NH:24][C:25](=[O:31])[O:26][C:27]([CH3:30])([CH3:29])[CH3:28])[CH2:15]2)=[C:6]2[CH2:13][CH2:12][CH2:11][C:7]2=[N+:8]([O-])[CH:9]=1)([O-:3])=[O:2].[CH3:32][C:33]([O:35]C(C)=O)=[O:34]>>[C:33]([O:35][CH:11]1[C:7]2=[N:8][CH:9]=[C:4]([N+:1]([O-:3])=[O:2])[C:5]([N:14]3[CH2:19][C@H:18]([C:20]([F:21])([F:23])[F:22])[CH2:17][C@H:16]([NH:24][C:25]([O:26][C:27]([CH3:28])([CH3:29])[CH3:30])=[O:31])[CH2:15]3)=[C:6]2[CH2:13][CH2:12]1)(=[O:34])[CH3:32]. Procedure: To tert-butyl [(3S,5R)-1-(3-nitro-1-oxido-6,7-dihydro-5H-cyclopenta[b]pyridin-4-yl)-5-(trifluoromethyl)piperidin-3-yl]carbamate (114.7 mg, 0.2569 mmol) was added Ac2O (2.0 mL, 21 mmol). The reaction mixture was heated at 90° C. for 1 h. After cooling to room temperature, the reaction mixture was concentrated under reduced pressure. The residue was diluted with DCM, and poured into a saturated aqueous solution of Na2CO3 at 0° C. The separated aqueous layer was further extracted with DCM (3 times)... Starting materials: CC(C)(C)OC(=O)NCc1cc(Cl)ccc1OCC(N)=O, ClCCl, O=C(O)C(F)(F)F. The product is NCc1cc(Cl)ccc1OCC(N)=O. As a reaction SMILES: [C:1]([O:2][C:3](=[O:4])[NH:7][CH2:8][c:9]1[c:10]([O:16][CH2:17][C:18]([NH2:19])=[O:20])[cH:11][cH:12][c:13]([Cl:15])[cH:14]1)([CH3:5])([CH3:6])[CH3:21].[Cl:29][CH2:30][Cl:31].[F:22][C:23]([F:24])([F:25])[C:26]([OH:27])=[O:28]>>[NH2:7][CH2:8][c:9]1[c:10]([O:16][CH2:17][C:18]([NH2:19])=[O:20])[cH:11][cH:12][c:13]([Cl:15])[cH:14]1.